From a dataset of the Open Reaction Database (ORD), a public repository of structured organic reaction records. describe an organic reaction: reactants, conditions, products, and yield The reactants are FC=1C=C(C=CC1)S(=O)(=O)Cl (3-fluorobenzenesulfonyl chloride), Intermediate 14, CC(C)(C)C=1SC(=C(N1)C=1C(=C(N)C=CC1)F)C1=NC=NC=C1 (3-[2-(1,1-dimethylethyl)-5-(4-pyrimidinyl)-1,3-thiazol-4-yl]-2-fluoroaniline). Product: CC(C)(C)C=1SC(=C(N1)C=1C(=C(C=CC1)NS(=O)(=O)C1=CC(=CC=C1)F)F)C1=NC=NC=C1 (N-{3-[2-(1,1-dimethylethyl)-5-(4-pyrimidinyl)-1,3-thiazol-4-yl]-2-fluorophenyl}-3-fluorobenzenesulfonamide), solid. Isolated yield 73.0%. As a reaction SMILES: [CH3:1][C:2]([C:5]1[S:6][C:7]([C:18]2[CH:23]=[CH:22][N:21]=[CH:20][N:19]=2)=[C:8]([C:10]2[C:11]([F:17])=[C:12]([CH:14]=[CH:15][CH:16]=2)[NH2:13])[N:9]=1)([CH3:4])[CH3:3].[F:24][C:25]1[CH:26]=[C:27]([S:31](Cl)(=[O:33])=[O:32])[CH:28]=[CH:29][CH:30]=1>>[CH3:4][C:2]([C:5]1[S:6][C:7]([C:18]2[CH:23]=[CH:22][N:21]=[CH:20][N:19]=2)=[C:8]([C:10]2[C:11]([F:17])=[C:12]([NH:13][S:31]([C:27]3[CH:28]=[CH:29][CH:30]=[C:25]([F:24])[CH:26]=3)(=[O:33])=[O:32])[CH:14]=[CH:15][CH:16]=2)[N:9]=1)([CH3:1])[CH3:3]. Reported procedure: Following a procedure analogous to the procedure described in Intermediate 14 using 3-[2-(1,1-dimethylethyl)-5-(4-pyrimidinyl)-1,3-thiazol-4-yl]-2-fluoroaniline (70 mg, 0.213 mmol) and 3-fluorobenzenesulfonyl chloride (124 mg, 0.639 mmol), the title compound was obtained as a solid (76 mg, 73% yield). MS (ESI): 488 [M+H]+. The reactants are C(C)(C)(C)OC(=O)N1CCC(CC1)N1C2=C(CCCC1)C=C(C=C2)N (tert-Butyl-4-(7-amino-2,3,4,5-tetrahydro-1H-benzo[b]azepin-1-yl)piperidine-1-carboxylate), I.S1C(=CC=C1)C(=N)SC (methyl thiophene-2-carbimidothioate hydroiodide). Run in C([O-])(O)=O.[Na+] (sodium bicarbonate), C(C)O (ethanol). Conditions: time 3 hour. Product: S1C(=CC=C1)C(NC1=CC2=C(N(CCCC2)C2CCN(CC2)C(=O)OC(C)(C)C)C=C1)=N (tert-Butyl 4-(7-(thiophene-2-carboximidamido)-2,3,4,5-tetrahydro-1H-benzo[b]azepin-1-yl)piperidine-1-carboxylate). The yield is 48.5%. As a reaction SMILES: [C:1]([O:5][C:6]([N:8]1[CH2:13][CH2:12][CH:11]([N:14]2[CH2:20][CH2:19][CH2:18][CH2:17][C:16]3[CH:21]=[C:22]([NH2:25])[CH:23]=[CH:24][C:15]2=3)[CH2:10][CH2:9]1)=[O:7])([CH3:4])([CH3:3])[CH3:2].I.[S:27]1[CH:31]=[CH:30][CH:29]=[C:28]1[C:32](SC)=[NH:33]>C(O)C.C(=O)(O)[O-].[Na+]>[S:27]1[CH:31]=[CH:30][CH:29]=[C:28]1[C:32](=[NH:33])[NH:25][C:22]1[CH:23]=[CH:24][C:15]2[N:14]([CH:11]3[CH2:10][CH2:9][N:8]([C:6]([O:5][C:1]([CH3:4])([CH3:2])[CH3:3])=[O:7])[CH2:13][CH2:12]3)[CH2:20][CH2:19][CH2:18][CH2:17][C:16]=2[CH:21]=1 |f:1.2,4.5|. Procedure: A solution of compound 4 (0.6586 g, 1.906 mmol) in dry ethanol (20 mL) was treated with methyl thiophene-2-carbimidothioate hydroiodide (1.087 g, 3.812 mmol) at room temperature and was stirred for 3 hours. The mixture was diluted with saturated sodium bicarbonate solution (50 mL) and was extracted with CH2Cl2 (100 mL). The organic layer was washed with brine (20 mL) and dried (Na2SO4). The concentrated crude product was subject to flash chromatography on silica gel using 2.5-5% MeOH/CH2Cl2, whi... Starting materials: CC1=C(CO)C(=CC=C1)C (2,6-Dimethylbenzyl alcohol), N(=NC(=O)OC(C)C)C(=O)OC(C)C (diisopropyl azodicarboxylate), OC=1C=C(C=CC1)CCC(=O)OCC (Ethyl 3-(3-hydroxyphenyl)propanoate), C1(=CC=CC=C1)P(C1=CC=CC=C1)C1=CC=CC=C1 (triphenylphosphine). Run in CCOCC (ether), C1CCOC1 (THF), CN(C)C=O (DMF), C1CCOC1 (THF). Reaction conditions: time 4 hour. Product: CC1=C(COC=2C=C(C=CC2)CC(C(=O)O)C)C(=CC=C1)C (3-(3-(2,6-Dimethylbenzyloxy)phenyl)-2-methylpropanoic Acid). As a reaction SMILES: [CH3:1][C:2]1[CH:9]=[CH:8][CH:7]=[C:6]([CH3:10])[C:3]=1[CH2:4][OH:5].N(C(OC(C)C)=O)=N[C:13](OC(C)C)=O.O[C:26]1[CH:27]=[C:28]([CH2:32][CH2:33][C:34]([O:36]CC)=[O:35])[CH:29]=[CH:30][CH:31]=1.C1(P(C2C=CC=CC=2)C2C=CC=CC=2)C=CC=CC=1>C1COCC1.CN(C=O)C.CCOCC>[CH3:1][C:2]1[CH:9]=[CH:8][CH:7]=[C:6]([CH3:10])[C:3]=1[CH2:4][O:5][C:30]1[CH:29]=[C:28]([CH2:32][CH:33]([CH3:13])[C:34]([OH:36])=[O:35])[CH:27]=[CH:26][CH:31]=1. Reported procedure: A solution of 2,6-Dimethylbenzyl alcohol (7.71 g, 56.7 mmol) and diisopropyl azodicarboxylate (DIAD, 11.36 g, 56.18 mmol) in THF (30 ml) and DMF (13 ml) was added drop wise to a solution of Ethyl 3-(3-hydroxyphenyl)propanoate (Step A, 10.0 g, 51.5 mmol) and triphenylphosphine (14.73 g, 56.18 mmol) in THF (100 ml) at 0° C. The reaction mixture was stirred at the same temperature for 4 hours, diluted with ether and washed with water. The organic layer was dried over Na2SO4, filtered, concentrated,... Starting materials: ClC1=CC=C(C=C1)C1(/C(/CC(CC1)(C)C)=C/O[Si](C(C)C)(C(C)C)C(C)C)O ((2E)-1-(4-chlorophenyl)-4,4-dimethyl-2-(((triisopropylsilyl)oxy)methylene)cyclohexanol), Cl (hydrochloric acid), ClC1=CC=C(C=C1)C1(/C(/CC(CC1)(C)C)=C/O[Si](C)(C)C)O ((2E)-1-(4-chlorophenyl)-4,4-dimethyl-2-(((trimethylsilyl)oxy)methylene)cyclohexanol), [Si](C)(C)(C(C)(C)C)O\C=C/1\C(CCC(C1)(C)C)(O)C1=CC=C(C=C1)Cl ((2E)-2-(((tert-butyl(dimethyl)silyl)oxy)methylene)-1-(4-chlorophenyl)-4,4-dimethylcyclohexanol). Yields the product ClC1=CC=C(C=C1)C1=C(CC(CC1)(C)C)C=O (2-(4-chlorophenyl)-5,5-dimethylcyclohex-1-ene-1-carbaldehyde). RXN SMILES: [Cl:1][C:2]1[CH:7]=[CH:6][C:5]([C:8]2(O)[CH2:13][CH2:12][C:11]([CH3:15])([CH3:14])[CH2:10]/[C:9]/2=[CH:16]\[O:17][Si](C(C)C)(C(C)C)C(C)C)=[CH:4][CH:3]=1.ClC1C=CC(C2(O)CCC(C)(C)C/C/2=C\O[Si](C)(C)C)=CC=1.[Si](O/C=C1/C(C2C=CC(Cl)=CC=2)(O)CCC(C)(C)C/1)(C(C)(C)C)(C)C.Cl>>[Cl:1][C:2]1[CH:3]=[CH:4][C:5]([C:8]2[CH2:13][CH2:12][C:11]([CH3:14])([CH3:15])[CH2:10][C:9]=2[CH:16]=[O:17])=[CH:6][CH:7]=1. Reported procedure: reacting (2E)-1-(4-chlorophenyl)-4,4-dimethyl-2-(((triisopropylsilyl)oxy)methylene)cyclohexanol, (2E)-1-(4-chlorophenyl)-4,4-dimethyl-2-(((trimethylsilyl)oxy)methylene)cyclohexanol, or (2E)-2-(((tert-butyl(dimethyl)silyl)oxy)methylene)-1-(4-chlorophenyl)-4,4-dimethylcyclohexanol and hydrochloric acid to provide 2-(4-chlorophenyl)-5,5-dimethylcyclohex-1-ene-1-carbaldehyde and isolating or not isolating the 2-(4-chlorophenyl)-5,5-dimethylcyclohex-1-ene-1-carbaldehyde; Starting materials: C(C)(C)NC(C)C (diisopropylamine), C(CCC)[Li] (n-butyllithium), BrC1=C(C=CC(=C1)Cl)F (2-bromo-4-chloro-1-fluorobenzene), C(=O)=O (carbon dioxide). Run in C1CCOC1 (THF), C1CCOC1 (THF), C1CCOC1 (THF). Reaction conditions: temperature -78 celsius, time 1 hour. Yields the product BrC=1C(=C(C(=O)O)C=C(C1)Cl)F (3-bromo-5-chloro-2-fluorobenzoic acid). RXN SMILES: C(NC(C)C)(C)C.C([Li])CCC.[Br:13][C:14]1[CH:19]=[C:18]([Cl:20])[CH:17]=[CH:16][C:15]=1[F:21].[C:22](=[O:24])=[O:23]>C1COCC1>[Br:13][C:14]1[C:15]([F:21])=[C:16]([CH:17]=[C:18]([Cl:20])[CH:19]=1)[C:22]([OH:24])=[O:23]. Procedure details: To a cooled solution of diisopropylamine (2.4 mL, 17.2 mmol) in dry THF (15 mL) under Argon at 0° C. was added n-butyllithium (7.5 mL, 2.0 M in pentane, 15.0 mmol). After 30 minutes the solution was cooled to −78° C. and a solution of 2-bromo-4-chloro-1-fluorobenzene (3 g, 14.3 mmol) in dry THF (15 mL) was added over 15 minutes. After 1 hour, this solution was transferred via cannula over 10 minutes to a mixture of solid carbon dioxide and THF (30 mL) at −78° C. After 45 minutes the cold bath wa... Starting materials: C(C1=CC=CC=C1)(=O)O[C@H]1[C@@H](O[C@@H]([C@H]1OC(C1=CC=CC=C1)=O)C(=O)NCC)N1C2=NC(=NC(=C2N=C1)Cl)I ((2R,3R,4S,5S)-4-(benzoyloxy)-2-(6-chloro-2-iodo-9H-purin-9-yl)-5-[(ethylamino)carbonyl]-tetrahydro-3-furanyl benzoate), N[C@H](CO)CC1=CC=CC=C1 ((2S)-2-amino-3-phenyl-1-propanol). Yields the product C(C1=CC=CC=C1)(=O)O[C@H]1[C@@H](O[C@@H]([C@H]1OC(C1=CC=CC=C1)=O)C(=O)NCC)N1C2=NC(=NC(=C2N=C1)N[C@H](CO)CC1=CC=CC=C1)I ((2R,3R,4S, 5S)-4-(Benzoyloxy)-2-(6-{[(1 S)-1-benzyl-2-hydroxyethyl]amino}-2-iodo-9H-purin-9-yl)-5-[(ethylamino)carbonyl]tetrahydro-3-furanyl benzoate). Reaction SMILES: [C:1]([O:9][C@@H:10]1[C@H:14]([O:15][C:16](=[O:23])[C:17]2[CH:22]=[CH:21][CH:20]=[CH:19][CH:18]=2)[C@@H:13]([C:24]([NH:26][CH2:27][CH3:28])=[O:25])[O:12][C@H:11]1[N:29]1[CH:37]=[N:36][C:35]2[C:30]1=[N:31][C:32]([I:39])=[N:33][C:34]=2Cl)(=[O:8])[C:2]1[CH:7]=[CH:6][CH:5]=[CH:4][CH:3]=1.[NH2:40][C@@H:41]([CH2:44][C:45]1[CH:50]=[CH:49][CH:48]=[CH:47][CH:46]=1)[CH2:42][OH:43]>>[C:1]([O:9][C@@H:10]1[C@H:14]([O:15][C:16](=[O:23])[C:17]2[CH:22]=[CH:21][CH:20]=[CH:19][CH:18]=2)[C@@H:13]([C:24]([NH:26][CH2:27][CH3:28])=[O:25])[O:12][C@H:11]1[N:29]1[CH:37]=[N:36][C:35]2[C:30]1=[N:31][C:32]([I:39])=[N:33][C:34]=2[NH:40][C@@H:41]([CH2:44][C:45]1[CH:50]=[CH:49][CH:48]=[CH:47][CH:46]=1)[CH2:42][OH:43])(=[O:8])[C:2]1[CH:7]=[CH:6][CH:5]=[CH:4][CH:3]=1. Procedure details: Prepared from ((2R,3R,4S,5S)-4-(benzoyloxy)-2-(6-chloro-2-iodo-9H-purin-9-yl)-5-[(ethylamino)carbonyl]-tetrahydro-3-furanyl benzoate (Preparation 19) and (2S)-2-amino-3-phenyl-1-propanol by the same method as Preparation 20. The title compound was obtained as a yellow foam. The product is COC(NC1C(N2C(CCC2CC1)C=1NC(=CN1)C1=CC=C(C=C1)C1=CC=C(C=C1)C=1NC(=NC1)C1N(CCC1)C(C(C(C)C)NC(=O)OC)=O)=O)=O ({3-[5-(4′-{2-[1-(2-Methoxycarbonylamino-3-methyl-butyryl)-pyrrolidin-2-yl]-3H-imidazol-4-yl}-biphenyl-4-yl)-1H-imidazol-2-yl]-5-oxo-octahydro-indolizin-6-yl}-carbamic acid methyl ester). Procedure: {3-[5-(4′-{2-[1-(2-Methoxycarbonylamino-3-methyl-butyryl)-pyrrolidin-2-yl]-3H-imidazol-4-yl}-biphenyl-4-yl)-1H-imidazol-2-yl]-5-oxo-octahydro-indolizin-6-yl}-carbamic acid methyl ester was prepared following method 804 followed by method 805, substituting {3-[5-(4′-{2-[1-(2-methoxycarbonylamino-3-methyl-butyryl)-pyrrolidin-2-yl]-3H-imidazol-4-yl}-biphenyl-4-yl)-1H-imidazol-2-yl]-5-oxo-octahydro-indolizin-6-yl}-carbamic acid tert-butyl ester for {1-[5-(4′-{2-[1-(2-methoxycarbonylamino-3-methyl-bu... Reaction SMILES: [C:1]([O:5][C:6](=[O:54])[NH:7][CH:8]1[CH2:13][CH2:12][CH2:11][N:10]([CH2:14][C:15]2[NH:16][C:17]([C:20]3[CH:25]=[CH:24][C:23]([C:26]4[CH:31]=[CH:30][C:29]([C:32]5[NH:33][C:34]([CH:37]6[CH2:41][CH2:40][CH2:39][N:38]6[C:42](=[O:52])[CH:43]([NH:47][C:48]([O:50][CH3:51])=[O:49])[CH:44]([CH3:46])[CH3:45])=[N:35][CH:36]=5)=[CH:28][CH:27]=4)=[CH:22][CH:21]=3)=[CH:18][N:19]=2)[C:9]1=[O:53])(C)(C)C.COC(=O)N.COC(=O)N[CH:64](C(N1CCCC1C1NC(C2C=CC(C3C=CC(C4NC(CN5CCCC(N)C5=O)=NC=4)=CC=3)=CC=2)=CN=1)=O)[CH:65](C)C>>[CH3:1][O:5][C:6](=[O:54])[NH:7][CH:8]1[CH2:13][CH2:12][CH:11]2[N:10]([CH:14]([C:15]3[NH:16][C:17]([C:20]4[CH:21]=[CH:22][C:23]([C:26]5[CH:31]=[CH:30][C:29]([C:32]6[NH:33][C:34]([CH:37]7[CH2:41][CH2:40][CH2:39][N:38]7[C:42](=[O:52])[CH:43]([NH:47][C:48]([O:50][CH3:51])=[O:49])[CH:44]([CH3:45])[CH3:46])=[N:35][CH:36]=6)=[CH:28][CH:27]=5)=[CH:24][CH:25]=4)=[CH:18][N:19]=3)[CH2:64][CH2:65]2)[C:9]1=[O:53]. Reactants: C(C)(C)(C)OC(NC1C(N(CCC1)CC=1NC(=CN1)C1=CC=C(C=C1)C1=CC=C(C=C1)C=1NC(=NC1)C1N(CCC1)C(C(C(C)C)NC(=O)OC)=O)=O)=O ({1-[5-(4′-{2-[1-(2-methoxycarbonylamino-3-methyl-butyryl)-pyrrolidin-2-yl]-3H-imidazol-4-yl}-biphenyl-4-yl)-1H-imidazol-2-ylmethyl]-2-oxo-piperidin-3-yl}-carbamic acid tert-butyl ester), COC(N)=O (carbamic acid methyl ester), COC(NC(C(C)C)C(=O)N1C(CCC1)C=1NC(=CN1)C1=CC=C(C=C1)C1=CC=C(C=C1)C=1NC(=NC1)CN1C(C(CCC1)N)=O)=O ({1-[2-(5-{4′-[2-(3-amino-2-oxo-piperidin-1-ylmethyl)-3H-imidazol-4-yl]-biphenyl-4-yl}-1H-imidazol-2-yl)-pyrrolidine-1-carbonyl]-2-methyl-propyl}-carbamic acid methyl ester). The reactants are ClC1=C(C(=CC=C1)F)C1=NN(C(N1)=O)C=1C=CC(=C(C(=O)O)C1)OC (5-[3-(2-chloro-6-fluorophenyl)-5-oxo-4,5-dihydro-1H-1,2,4-triazol-1-yl]-2-methoxybenzoic acid), FC(C1=C(C=CC=C1)CN)(F)F (1-[2-(trifluoromethyl)phenyl]methanamine), C(C)(C)N(CC)C(C)C (di-isopropyl ethyl amine), CN(C)C(=[N+](C)C)ON1C2=C(C=CC=C2)N=N1.[B-](F)(F)(F)F (TBTU). Solvent: C1CCOC1 (THF). Yields the product ClC1=C(C(=CC=C1)F)C1=NN(C(N1)=O)C=1C=CC(=C(C(=O)NCC2=C(C=CC=C2)C(F)(F)F)C1)OC (5-[3-(2-Chloro-6-fluorophenyl)-5-oxo-4,5-dihydro-1H-1,2,4-triazol-1-yl]-2-methoxy-N-[2-(trifluoromethyl)benzyl]benzamide). The yield is 24.9%. Reaction SMILES: [Cl:1][C:2]1[CH:7]=[CH:6][CH:5]=[C:4]([F:8])[C:3]=1[C:9]1[NH:13][C:12](=[O:14])[N:11]([C:15]2[CH:16]=[CH:17][C:18]([O:24][CH3:25])=[C:19]([CH:23]=2)[C:20](O)=[O:21])[N:10]=1.C(N(C(C)C)CC)(C)C.CN(C(ON1N=NC2C=CC=CC1=2)=[N+](C)C)C.[B-](F)(F)(F)F.[F:57][C:58]([F:68])([F:67])[C:59]1[CH:64]=[CH:63][CH:62]=[CH:61][C:60]=1[CH2:65][NH2:66]>C1COCC1>[Cl:1][C:2]1[CH:7]=[CH:6][CH:5]=[C:4]([F:8])[C:3]=1[C:9]1[NH:13][C:12](=[O:14])[N:11]([C:15]2[CH:16]=[CH:17][C:18]([O:24][CH3:25])=[C:19]([CH:23]=2)[C:20]([NH:66][CH2:65][C:60]2[CH:61]=[CH:62][CH:63]=[CH:64][C:59]=2[C:58]([F:57])([F:67])[F:68])=[O:21])[N:10]=1 |f:2.3|. Procedure: The title compound was prepared according to the procedure described in Example-17 by using 5-[3-(2-chloro-6-fluorophenyl)-5-oxo-4,5-dihydro-1H-1,2,4-triazol-1-yl]-2-methoxybenzoic acid (Intermediate-11, 0.100 g, 0.270 mmol), THF (5 mL), di-isopropyl ethyl amine (1.0 mL), TBTU (0.177 g, 0.540 mmol) and 1-[2-(trifluoromethyl)phenyl]methanamine (0.072 g, 0.410 mmol) to afford 0.035 g of desired product. 1H NMR (300 MHz, DMSO d6): δ 3.95 (s, 3H), 4.62-4.71 (br s, 2H), 7.30 (d, J=8.7 Hz, 1H), 7.46-7... The reactants are COC1=CC=C(C=C1)N (p-anisidine), C(C1=CC=CC=C1)O (benzyl alcohol), P(OC1=CC=CC=C1)(OC1=CC=CC=C1)OC1=CC=CC=C1 (triphenyl phosphite). Solvent: O (water). Conditions: time 5 hour. The product is C(C1=CC=CC=C1)NC1=CC=C(C=C1)OC (N-benzyl-4-methoxy-aniline). The yield is 83.0%. As a reaction SMILES: [CH3:1][O:2][C:3]1[CH:8]=[CH:7][C:6]([NH2:9])=[CH:5][CH:4]=1.[CH2:10](O)[C:11]1[CH:16]=[CH:15][CH:14]=[CH:13][CH:12]=1.P(OC1C=CC=CC=1)(OC1C=CC=CC=1)OC1C=CC=CC=1>O>[CH2:10]([NH:9][C:6]1[CH:7]=[CH:8][C:3]([O:2][CH3:1])=[CH:4][CH:5]=1)[C:11]1[CH:16]=[CH:15][CH:14]=[CH:13][CH:12]=1. Reported procedure: 369 parts of p-anisidine, 162 parts of benzyl alcohol and 15 parts of triphenyl phosphite are first heated to 177° C. At this temperature, the elimination of water commences. The condensation has ended after 5 hours, when the internal temperature is 231° C. 27 parts of water are removed. Excess p-anisidine and excess benzyl alcohol are distilled off under reduced pressure. 265 parts of N-benzyl-4-methoxy-aniline, corresponding to a yield of 83% of theory, distil at 190° C/5 mm Hg.